Dataset: the Open Reaction Database (ORD), a public repository of structured organic reaction records. Task: describe an organic reaction: reactants, conditions, products, and yield The reactants are N1CCOCC1 (morpholine), C=O (formaldehyde), COC1=C(C=CC(=C1)C=O)O (4-hydroxy-3-methoxybenzaldehyde (vanillin)). Run in C(C)O (ethanol). Yields the product OC1=C(C=C(C=O)C=C1CN1CCOCC1)OC (4-hydroxy-3-methoxy-5-(morpholin-4-ylmethyl)benzaldehyde). As a reaction SMILES: [NH:1]1[CH2:6][CH2:5][O:4][CH2:3][CH2:2]1.[CH2:7]=O.[CH3:9][O:10][C:11]1[CH:16]=[C:15]([CH:17]=[O:18])[CH:14]=[CH:13][C:12]=1[OH:19]>C(O)C>[OH:19][C:12]1[C:13]([CH2:7][N:1]2[CH2:6][CH2:5][O:4][CH2:3][CH2:2]2)=[CH:14][C:15]([CH:17]=[O:18])=[CH:16][C:11]=1[O:10][CH3:9]. Reported procedure: 26.1 g (0.30 mol) of morpholine were added to 24.0 g (0.30 mol) of a 37% aqueous formaldehyde solution in 180 ml of ethanol. Then 30.4 g (0.20 mol) of 4-hydroxy-3-methoxybenzaldehyde (vanillin) were added. The reaction mixture was refluxed for one hour. After cooling the majority of the solvent was removed in a rotary evaporator. 250 ml of distilled water were added to the residue. After a certain time, a solid began to precipitate out, which was filtered out and dried. The reactants are COC(=O)Cn1c(C)c(Cc2sccc2S(=O)(=O)c2ccccn2)c2cc(F)ccc21, Cl, [Li+], [Na+], C1CCOC1, [OH-], [OH-]. Product: Cc1c(Cc2sccc2S(=O)(=O)c2ccccn2)c2cc(F)ccc2n1CC(=O)O. RXN SMILES: [CH3:1][O:2][C:3]([CH2:4][n:5]1[c:6]([CH3:30])[c:7]([CH2:15][c:16]2[s:17][cH:18][cH:19][c:20]2[S:21](=[O:22])(=[O:23])[c:24]2[n:25][cH:26][cH:27][cH:28][cH:29]2)[c:8]2[cH:9][c:10]([F:14])[cH:11][cH:12][c:13]12)=[O:31].[ClH:36].[Li+:32].[Na+:35].[O:37]1[CH2:38][CH2:39][CH2:40][CH2:41]1.[OH-:33].[OH-:34]>>[O:2]=[C:3]([CH2:4][n:5]1[c:6]([CH3:30])[c:7]([CH2:15][c:16]2[s:17][cH:18][cH:19][c:20]2[S:21](=[O:22])(=[O:23])[c:24]2[n:25][cH:26][cH:27][cH:28][cH:29]2)[c:8]2[cH:9][c:10]([F:14])[cH:11][cH:12][c:13]12)[OH:31]. Reactants: N1=C(NC2=C1C=CC=C2)CSCCNC(=NCCCC=2N=CNC2)NC(C2=CC=CC=C2)=O (N-[2-[(benzimidazol-2-yl) methylthio]ethyl]-N'-benzoyl-N"-[3-(imidazol-4-yl)propyl]-guanidine). The solvent is Cl (hydrochloric acid). Product: N1=C(NC2=C1C=CC=C2)CSCCNC(=N)NCCCC=2N=CNC2 (N-[2-[(Benzimidazol-2-yl)methylthio]-ethyl]-N'-[3-(imidazol-4-yl)propyl]-guanidine). RXN SMILES: [N:1]1[C:5]2[CH:6]=[CH:7][CH:8]=[CH:9][C:4]=2[NH:3][C:2]=1[CH2:10][S:11][CH2:12][CH2:13][NH:14][C:15]([NH:25]C(=O)C1C=CC=CC=1)=[N:16][CH2:17][CH2:18][CH2:19][C:20]1[N:21]=[CH:22][NH:23][CH:24]=1>Cl>[N:1]1[C:5]2[CH:6]=[CH:7][CH:8]=[CH:9][C:4]=2[NH:3][C:2]=1[CH2:10][S:11][CH2:12][CH2:13][NH:14][C:15]([NH:16][CH2:17][CH2:18][CH2:19][C:20]1[N:21]=[CH:22][NH:23][CH:24]=1)=[NH:25]. Procedure details: 0.65 g (1.4 mmol) of N-[2-[(benzimidazol-2-yl) methylthio]ethyl]-N'-benzoyl-N"-[3-(imidazol-4-yl)propyl]-guanidine are heated under reflux in 45 ml of 18% hydrochloric acid for 6 hours and worked up by a method analogous to that of Example 109. Reactants: BrCCC/C=C/C1=CC(=C(C(=C1)OC)OC)OC ((E)-5-Bromo-1-(3,4,5-trimethoxyphenyl)-1-pentene), N1CCNCCC1 (homopiperazine). Yields the product COC=1C=C(C=C(C1OC)OC)/C=C/CCCN1CCNCCC1 (1-[(E)-5-(3,4,5-trimethoxyphenyl)-4-pentenyl]homopiperazine). RXN SMILES: Br[CH2:2][CH2:3][CH2:4]/[CH:5]=[CH:6]/[C:7]1[CH:12]=[C:11]([O:13][CH3:14])[C:10]([O:15][CH3:16])=[C:9]([O:17][CH3:18])[CH:8]=1.[NH:19]1[CH2:25][CH2:24][CH2:23][NH:22][CH2:21][CH2:20]1>>[CH3:18][O:17][C:9]1[CH:8]=[C:7](/[CH:6]=[CH:5]/[CH2:4][CH2:3][CH2:2][N:19]2[CH2:25][CH2:24][CH2:23][NH:22][CH2:21][CH2:20]2)[CH:12]=[C:11]([O:13][CH3:14])[C:10]=1[O:15][CH3:16]. Reported procedure: (E)-5-Bromo-1-(3,4,5-trimethoxyphenyl)-1-pentene (434 mg) and homopiperazine (276 mg) were reacted in the same manner as in Preparation Example 4 to obtain the title compound. Product: C(C)(=O)O[C@H]1[C@H](OC=2C=NC=C(C2)C=2C=NC(=NC2)OC)SC[C@H]([C@@H]1OC(C)=O)OC(C)=O (5-(2-Methoxy-5-pyrimidinyl)-3-pyridinyl 2,3,4-tri-O-acetyl-5-thio-β-D-xylo-pyranoside). Reaction SMILES: [C:1]([O:4][C@@H:5]1[C@@H:18]([O:19][C:20](=[O:22])[CH3:21])[C@H:17]([O:23][C:24](=[O:26])[CH3:25])[CH2:16][S:15][C@H:6]1[O:7][C:8]1[CH:9]=[N:10][CH:11]=[C:12](Br)[CH:13]=1)(=[O:3])[CH3:2].[CH3:27][O:28][C:29]1[N:34]=[CH:33][C:32](B(O)O)=[CH:31][N:30]=1>>[C:1]([O:4][C@@H:5]1[C@@H:18]([O:19][C:20](=[O:22])[CH3:21])[C@H:17]([O:23][C:24](=[O:26])[CH3:25])[CH2:16][S:15][C@H:6]1[O:7][C:8]1[CH:9]=[N:10][CH:11]=[C:12]([C:32]2[CH:31]=[N:30][C:29]([O:28][CH3:27])=[N:34][CH:33]=2)[CH:13]=1)(=[O:3])[CH3:2]. The reactants are C(C)(=O)O[C@H]1[C@H](OC=2C=NC=C(C2)Br)SC[C@H]([C@@H]1OC(C)=O)OC(C)=O (5-bromo-3-pyridinyl 2,3,4-tri-O-acetyl-5-thio-β-D-xylopyranoside), IX, COC1=NC=C(C=N1)B(O)O (2-methoxy-5-pyrimidineboronic acid). Reported procedure: By carrying out the operation analogously to example 213, starting from 5-bromo-3-pyridinyl 2,3,4-tri-O-acetyl-5-thio-β-D-xylopyranoside, obtained according to preparation IX, and 2-methoxy-5-pyrimidineboronic acid, the desired product is obtained and is used directly in the deacetylation stage. The reactants are COC1=C(C=CC(=C1)N2CCOCC2)N, CNC(=O)C1=CC=CC=C1NC2=CC(=NC=C2Cl)Cl. The reagents and catalysts are C(=O)([O-])[O-].[Cs+].[Cs+], CC1(C2=C(C(=CC=C2)P(C3=CC=CC=C3)C4=CC=CC=C4)OC5=C1C=CC=C5P(C6=CC=CC=C6)C7=CC=CC=C7)C, CC(=O)O.CC(=O)O.[Pd]. Solvent: C1COCCO1. Reaction conditions: temperature 110 celsius. Yields the product CNC(=O)C1=CC=CC=C1NC2=CC(=NC=C2Cl)NC3=C(C=C(C=C3)N4CCOCC4)OC. Isolated yield 81.4%. Reported procedure: 2-methoxy-4-morpholinoaniline (158 mg, 0.76 mmol), 2-(2,5-dichloropyridin-4-ylamino)-N-methylbenzamide (150 mg, 0.51 mmol),diacetoxypalladium (5.69 mg, 0.03 mmol), (9,9-dimethyl-9H-xanthene-4,5-diyl)bis(diphenylphosphine) (29.3 mg, 0.05 mmol) and cesium carbonate (330 mg, 1.01 mmol) were weighed out in a microwave vial and sealed. dioxane (3 mL) was added and argon was let to bubble for 5 minutes at rt. The resulting mixture was stirred at 110 °C for 1 hour. The reaction mixture was allowed to c...